From a dataset of the Open Reaction Database (ORD), a public repository of structured organic reaction records. describe an organic reaction: reactants, conditions, products, and yield Reactants: CC(C)([O-])C.[Na+] (sodium tert-butoxide), COC1=C(C=CC=C1)S (2-methoxybenzenethiol), BrC1=CC2=C(OC(C(=C2)C)(C)C)C=C1 (6-Bromo-2,2,3-trimethyl-2H-benzo[b]pyran). Reagents/catalysts: C1=CC=C(C=C1)P(C2=CC=CC=C2)C3=CC=CC=C3.C1=CC=C(C=C1)P(C2=CC=CC=C2)C3=CC=CC=C3.C1=CC=C(C=C1)P(C2=CC=CC=C2)C3=CC=CC=C3.C1=CC=C(C=C1)P(C2=CC=CC=C2)C3=CC=CC=C3.[Pd] (tetrakis(triphenylphosphine)palladium(O)). The solvent is C(C)O (ethanol). Product: COC1=C(C=CC=C1)SC1=CC2=C(OC(C(=C2)C)(C)C)C=C1 (6-(2-methoxyphenyl)thio-2,2,3-trimethyl-2H-benzo[b]pyran). Isolated yield 68.8%. As a reaction SMILES: Br[C:2]1[CH:14]=[CH:13][C:5]2[O:6][C:7]([CH3:12])([CH3:11])[C:8]([CH3:10])=[CH:9][C:4]=2[CH:3]=1.CC(C)([O-])C.[Na+].[CH3:21][O:22][C:23]1[CH:28]=[CH:27][CH:26]=[CH:25][C:24]=1[SH:29]>C(O)C.C1C=CC(P(C2C=CC=CC=2)C2C=CC=CC=2)=CC=1.C1C=CC(P(C2C=CC=CC=2)C2C=CC=CC=2)=CC=1.C1C=CC(P(C2C=CC=CC=2)C2C=CC=CC=2)=CC=1.C1C=CC(P(C2C=CC=CC=2)C2C=CC=CC=2)=CC=1.[Pd]>[CH3:21][O:22][C:23]1[CH:28]=[CH:27][CH:26]=[CH:25][C:24]=1[S:29][C:2]1[CH:14]=[CH:13][C:5]2[O:6][C:7]([CH3:12])([CH3:11])[C:8]([CH3:10])=[CH:9][C:4]=2[CH:3]=1 |f:1.2,5.6.7.8.9|. Reported procedure: 6-Bromo-2,2,3-trimethyl-2H-benzo[b]pyran (9.6 g) (see Preparation 4) was dissolved in absolute ethanol (200 ml), then sodium tert-butoxide (11.0 g), 2-methoxybenzenethiol (5.3 g) and tetrakis(triphenylphosphine)palladium(O) (0.45 g) were added and the mixture heated under reflux under a nitrogen atmosphere for 24 hours. The solvent was removed under reduced pressure and the residue was dissolved in dichloromethane and washed with water. The organic layer was dried (anhydrous sodium sulphate), th... Starting materials: C1(CCCCC1)CO (cyclohexylmethanol), NC1=C(C#N)C(=CC=C1)F (2-amino-6-fluorobenzonitrile). Product: NC1=C(C#N)C(=CC=C1)OCC1CCCCC1 (2-amino-6-(cyclohexylmethoxy)benzonitrile). Reaction SMILES: [CH:1]1([CH2:7][OH:8])[CH2:6][CH2:5][CH2:4][CH2:3][CH2:2]1.[NH2:9][C:10]1[CH:17]=[CH:16][CH:15]=[C:14](F)[C:11]=1[C:12]#[N:13]>>[NH2:9][C:10]1[CH:17]=[CH:16][CH:15]=[C:14]([O:8][CH2:7][CH:1]2[CH2:6][CH2:5][CH2:4][CH2:3][CH2:2]2)[C:11]=1[C:12]#[N:13]. Procedure details: Prepared as in Example 22b from cyclohexylmethanol and 2-amino-6-fluorobenzonitrile as a colorless oil (50%). 1H NMR (400 MHz, CDCl3) δ 1.07-1.09 (m, 2H), 1.28-1.32 (m, 3H), 1.75-1.90 (m, 6H), 3.79 (d, J=6.4 Hz, 2H), 4.37 (s, 2H), 6.20 (d, J=8.4 Hz, 1H), 6.28 (d, J=8.4 Hz, 1H), 7.19 (t, J=8.4 Hz, 1H). MS 231 (MH+).